Task: describe an organic reaction: reactants, conditions, products, and yield. Dataset: the Open Reaction Database (ORD), a public repository of structured organic reaction records The reactants are COc1ccc(CC(N(C)S(=O)(=O)c2ccc(C)cc2)C(C)(C)C(=O)O)cc1, O=S(Cl)Cl, c1ccccc1. Product: COc1ccc(CC(N(C)S(=O)(=O)c2ccc(C)cc2)C(C)(C)C(=O)Cl)cc1. Reaction SMILES: [CH3:1][C:2]([C:3](=[O:4])[OH:5])([CH:6]([CH2:7][c:8]1[cH:9][cH:10][c:11]([O:14][CH3:15])[cH:12][cH:13]1)[N:16]([S:17](=[O:18])(=[O:19])[c:20]1[cH:21][cH:22][c:23]([CH3:26])[cH:24][cH:25]1)[CH3:27])[CH3:28].[S:29]([Cl:30])([Cl:31])=[O:32].[cH:33]1[cH:34][cH:35][cH:36][cH:37][cH:38]1>>[CH3:1][C:2]([C:3](=[O:4])[Cl:31])([CH:6]([CH2:7][c:8]1[cH:9][cH:10][c:11]([O:14][CH3:15])[cH:12][cH:13]1)[N:16]([S:17](=[O:18])(=[O:19])[c:20]1[cH:21][cH:22][c:23]([CH3:26])[cH:24][cH:25]1)[CH3:27])[CH3:28]. Starting materials: FC(OC1=CC=C(C=C1)C#CCCCOS(=O)(=O)C)(F)F (methanesulfonic acid 5-(4-trifluoromethoxy-phenyl)-pent-4-ynyl ester), C([O-])([O-])=O.[Cs+].[Cs+] (cesium carbonate), [I-].[K+] (potassium iodide), C(C)OC(C(C)N1C=CC2=CC=C(C=C12)O)=O ([rac]-2-(6-hydroxy-indol-1-yl)-propionic acid ethyl ester). The product is C(C)OC(C(C)N1C=CC2=CC=C(C=C12)OCCCC#CC1=CC=C(C=C1)OC(F)(F)F)=O ([rac]-2-{6-[5-(4-Trifluoromethoxy-phenyl)-pent-4-ynyloxy]-indol-1-yl}-propionic acid ethyl ester). RXN SMILES: [CH2:1]([O:3][C:4](=[O:17])[CH:5]([N:7]1[C:15]2[C:10](=[CH:11][CH:12]=[C:13]([OH:16])[CH:14]=2)[CH:9]=[CH:8]1)[CH3:6])[CH3:2].[F:18][C:19]([F:38])([F:37])[O:20][C:21]1[CH:26]=[CH:25][C:24]([C:27]#[C:28][CH2:29][CH2:30][CH2:31]OS(C)(=O)=O)=[CH:23][CH:22]=1.C(=O)([O-])[O-].[Cs+].[Cs+].[I-].[K+]>>[CH2:1]([O:3][C:4](=[O:17])[CH:5]([N:7]1[C:15]2[C:10](=[CH:11][CH:12]=[C:13]([O:16][CH2:31][CH2:30][CH2:29][C:28]#[C:27][C:24]3[CH:25]=[CH:26][C:21]([O:20][C:19]([F:18])([F:37])[F:38])=[CH:22][CH:23]=3)[CH:14]=2)[CH:9]=[CH:8]1)[CH3:6])[CH3:2] |f:2.3.4,5.6|. Reported procedure: In analogy to the procedure described in example 11 c], [rac]-2-(6-hydroxy-indol-1-yl)-propionic acid ethyl ester (GB 2253848 A1) was reacted with methanesulfonic acid 5-(4-trifluoromethoxy-phenyl)-pent-4-ynyl ester (example 9 a]) in the presence of cesium carbonate and potassium iodide to give the title compound as colorless liquid. Reactants: C(C)(C)(C)OC(=O)NC1=C(C2=CC(=CC=C2C(=C1)OCC1=CC=CC=C1)C#N)I (N-(tert-Butyloxycarbonyl)-4-benzyloxy-7-cyano-1-iodo-2-naphthylamine), [H-].[Na+] (NaH), C(=O)(O)[O-].[Na+] (NaHCO3), C(C=C)Br (Allyl bromide). The solvent is CN(C)C=O (DMF). Reaction conditions: temperature 0 celsius, time 30 minute. Yields the product C(C)(C)(C)OC(=O)N(CC=C)C1=C(C2=CC(=CC=C2C(=C1)OCC1=CC=CC=C1)C#N)I (N-(tert-Butyloxycarbonyl)-N-(2-propenyl)-4-benzyloxy-7-cyano-1-iodo-2-naphthylamine). Isolated yield 92.5%. RXN SMILES: [C:1]([O:5][C:6]([NH:8][C:9]1[CH:18]=[C:17]([O:19][CH2:20][C:21]2[CH:26]=[CH:25][CH:24]=[CH:23][CH:22]=2)[C:16]2[C:11](=[CH:12][C:13]([C:27]#[N:28])=[CH:14][CH:15]=2)[C:10]=1[I:29])=[O:7])([CH3:4])([CH3:3])[CH3:2].[H-].[Na+].[CH2:32](Br)[CH:33]=[CH2:34].C([O-])(O)=O.[Na+]>CN(C=O)C>[C:1]([O:5][C:6]([N:8]([C:9]1[CH:18]=[C:17]([O:19][CH2:20][C:21]2[CH:26]=[CH:25][CH:24]=[CH:23][CH:22]=2)[C:16]2[C:11](=[CH:12][C:13]([C:27]#[N:28])=[CH:14][CH:15]=2)[C:10]=1[I:29])[CH2:34][CH:33]=[CH2:32])=[O:7])([CH3:4])([CH3:2])[CH3:3] |f:1.2,4.5|. Reported procedure: A solution of 27 (160 mg, 0.31 mmol) in anhydrous DMF (5 mL) under Ar was treated with NaH (19 mg, 0.47 mmol, 1.5 equiv, 60% oil dispersion) and the reaction mixture was stirred for 30 min at 0° C. Allyl bromide (194 mg, 139 μL, 1.55 mmol, 5 equiv) was added dropwise over 5 min and the solution was allowed to warm to 25° C. and stirred for 2 h. Saturated aqueous NaHCO3 (10 mL) was added and the aqueous phase was extracted with EtOAc (4×10 mL), dried (Na2SO4) and concentrated. Chromatography (SiO...